From a dataset of the Open Reaction Database (ORD), a public repository of structured organic reaction records. describe an organic reaction: reactants, conditions, products, and yield Starting materials: Cl (HCl), C(C1=CC=CC=C1)(=O)N1CC2C=3C(=C(C=CC13)C#N)CC(C2)N(CCC)CCC (1-benzoyl-6-cyano-4-(di-n-propylamino)-1,2,2a,3,4,5-hexahydrobenz[cd]indole), solution, C(CCC)[Li] (n-butyl-lithium). Run in C1CCOC1 (THF), CCCCCC (hexane). Run at temperature -78 celsius, time 30 minute. Product: C(#N)C1=C2C=3[C@H](CNC3C=C1)C[C@@H](C2)N(CCC)CCC ((2aR,4 S)-6-cyano-4-(di-n-propylamino)-1,2,2a,3,4,5-hexahydrobenz[cd]indole). Yield: 113.8%. RXN SMILES: C([N:9]1[C:17]2[CH:16]=[CH:15][C:14]([C:18]#[N:19])=[C:13]3[CH2:20][CH:21]([N:23]([CH2:27][CH2:28][CH3:29])[CH2:24][CH2:25][CH3:26])[CH2:22][CH:11]([C:12]=23)[CH2:10]1)(=O)C1C=CC=CC=1.C([Li])CCC.Cl>C1COCC1.CCCCCC>[C:18]([C:14]1[CH:15]=[CH:16][C:17]2[NH:9][CH2:10][C@@H:11]3[CH2:22][C@H:21]([N:23]([CH2:27][CH2:28][CH3:29])[CH2:24][CH2:25][CH3:26])[CH2:20][C:13]=1[C:12]=23)#[N:19]. Procedure details: To a stirred solution of 4.8 g (0.0124 mol) of 1-benzoyl-6-cyano-4-(di-n-propylamino)-1,2,2a,3,4,5-hexahydrobenz[cd]indole prepared as in Part A hereof in 200 mL of THF cooled to -78° C. under N2 atmosphere, were added 16 mL (0.025 mol) of 1.6 M solution of n-butyl-lithium in hexane. The reaction mixture was stirred at -78° C. for 30 minutes and then allowed to warm to -20° C. To the reaction mixture was added 100 mL of 1 N HCl. The mixture was extracted once with ethyl ether. The acidic solutio... Starting materials: Fc1ccc(Br)cn1, O=C([O-])O, CC#N, CCN(C(C)C)C(C)C, OC1CNCC1N1CCCC1, [Na+]. The product is OC1CN(c2ccc(Br)cn2)CC1N1CCCC1. RXN SMILES: [Br:12][c:13]1[cH:14][cH:15][c:16]([F:19])[n:17][cH:18]1.[C:32](=[O:33])([OH:34])[O-:35].[CH3:29][C:30]#[N:31].[CH:20]([N:21]([CH:22]([CH3:23])[CH3:24])[CH2:25][CH3:26])([CH3:27])[CH3:28].[N:1]1([CH:6]2[CH2:7][NH:8][CH2:9][CH:10]2[OH:11])[CH2:2][CH2:3][CH2:4][CH2:5]1.[Na+:36]>>[N:1]1([CH:6]2[CH2:7][N:8]([c:16]3[cH:15][cH:14][c:13]([Br:12])[cH:18][n:17]3)[CH2:9][CH:10]2[OH:11])[CH2:2][CH2:3][CH2:4][CH2:5]1. Reactants: CCO, Cc1ccc2c([N+](=O)[O-])c(C)ccc2n1, [Cl-], [Fe], [NH4+], O. The product is Cc1ccc2c(N)c(C)ccc2n1. As a reaction SMILES: [CH3:18][CH2:19][OH:20].[CH3:1][c:2]1[n:3][c:4]2[cH:5][cH:6][c:7]([CH3:15])[c:8]([N+:12]([O-:13])=[O:14])[c:9]2[cH:10][cH:11]1.[Cl-:16].[Fe:22].[NH4+:17].[OH2:21]>>[CH3:1][c:2]1[n:3][c:4]2[cH:5][cH:6][c:7]([CH3:15])[c:8]([NH2:12])[c:9]2[cH:10][cH:11]1. Reactants: N1C(=O)C(=O)C2=CC(=CC=C12)S(=O)(=O)O (5-isatinsulfonic acid), [Na] (sodium), P(=O)(Cl)(Cl)Cl (phosphorus oxychloride), C1(=CC=C(C=C1)S(=O)(=O)Cl)C (p-toluenesulfonyl chloride), O(C1=CC=CC=C1)CC1N(CCC1)S(=O)(=O)C=1C=C2C(C(NC2=CC1)=O)=O (5-(2-phenoxymethylpyrrolidine-1-sulfonyl)isatin), C(=O)(OC(C)(C)C)N1C(=CC=C1)CO (N-Boc-2-pyrrolmethanol). Solvent: C1CCCS1(=O)=O (tetramethylene sulfone), N1=CC=CC=C1 (pyridine). Yields the product ClS(=O)(=O)C=1C=C2C(C(NC2=CC1)=O)=O (5-chlorosulfonylisatin), compound 8. RXN SMILES: O(CC1CCCN1[S:14]([C:17]1[CH:18]=[C:19]2[C:23](=[CH:24][CH:25]=1)[NH:22][C:21](=[O:26])[C:20]2=[O:27])(=[O:16])=[O:15])C1C=CC=CC=1.N1C2C(=CC(S(O)(=O)=O)=CC=2)C(=O)C1=O.[Na].P(Cl)(Cl)([Cl:46])=O.C(N1C=CC=C1CO)(OC(C)(C)C)=O.C1(C)C=CC(S(Cl)(=O)=O)=CC=1>C1S(=O)(=O)CCC1.N1C=CC=CC=1>[Cl:46][S:14]([C:17]1[CH:18]=[C:19]2[C:23](=[CH:24][CH:25]=1)[NH:22][C:21](=[O:26])[C:20]2=[O:27])(=[O:16])=[O:15] |^1:42|. Procedure: The synthesis of 5-(2-phenoxymethylpyrrolidine-1-sulfonyl)isatin analogues is shown in Scheme 1 (FIG. 5). The 5-chlorosulfonylisatin 6 was prepared by reaction of 5-isatinsulfonic acid, sodium salt hydrate (5) with phosphorus oxychloride in tetramethylene sulfone at 60° C. for 3 h. The hydroxyl group of N-Boc-2-pyrrolmethanol (7) was first tosylated with p-toluenesulfonyl chloride in pyridine to give compound 8, followed by displacement of the tosylate group by sodium phenoxide in DMF to afford ... Reactants: ClC1=CC=C(N=N1)N1CCN(CCC1)C(C)C (1-(6-chloro-pyridazin-3-yl)-4-isopropyl-perhydro-1,4-diazepine), C(C)(=O)NC1=CC=C(C=C1)B(O)O (4-acetamidophenylboronic acid). Yields the product Cl.Cl.C(C)(C)N1CCN(CCC1)C1=CC=C(N=N1)C1=CC=C(C=C1)NC(C)=O (N-{4-[6-(4-Isopropylperhydro-1,4-diazepin-1-yl)pyridazin-3-yl]phenyl}acetamide, dihydrochloride). As a reaction SMILES: [Cl:1][C:2]1[N:7]=[N:6][C:5]([N:8]2[CH2:14][CH2:13][CH2:12][N:11]([CH:15]([CH3:17])[CH3:16])[CH2:10][CH2:9]2)=[CH:4][CH:3]=1.[C:18]([NH:21][C:22]1[CH:27]=[CH:26][C:25](B(O)O)=[CH:24][CH:23]=1)(=[O:20])[CH3:19]>>[ClH:1].[ClH:1].[CH:15]([N:11]1[CH2:12][CH2:13][CH2:14][N:8]([C:5]2[N:6]=[N:7][C:2]([C:25]3[CH:26]=[CH:27][C:22]([NH:21][C:18](=[O:20])[CH3:19])=[CH:23][CH:24]=3)=[CH:3][CH:4]=2)[CH2:9][CH2:10]1)([CH3:17])[CH3:16] |f:2.3.4|. Reported procedure: The title compound was prepared by a similar procedure to that described in Example 68, starting from 1-(6-chloro-pyridazin-3-yl)-4-isopropyl-perhydro-1,4-diazepine and 4-acetamidophenylboronic acid. 1H NMR (400 MHz, CD3OD) δ 8.43 (d, 1H), 8.03 (d, 1H), 7.94 (m, 2H), 7.84 (m, 2H), 4.36 (m, 1H), 4.17 (m, 1H), 4.03 (m, 1H), 3.73 (m, 4H), 3.42 (m, 2H), 2.50 (m, 1H), 2.39 (m, 1H), 2.17 (s, 3H), 1.41 (d, 6H). Yields the product O=C1CCC(N2Cc3c(OCc4cccc(CN5CCC(c6ccc(F)cc6F)CC5)c4)cccc3C2=O)C(=O)N1. Starting materials: O=C1CCC(N2Cc3c(OCc4cccc(CBr)c4)cccc3C2=O)C(=O)N1, CCN(C(C)C)C(C)C, ClCCl, Fc1ccc(C2CCNCC2)c(F)c1, O. RXN SMILES: [Br:1][CH2:2][c:3]1[cH:4][c:5]([CH2:6][O:7][c:8]2[c:9]3[c:13]([cH:14][cH:15][cH:16]2)[C:12](=[O:17])[N:11]([CH:18]2[C:19](=[O:25])[NH:20][C:21](=[O:24])[CH2:22][CH2:23]2)[CH2:10]3)[cH:26][cH:27][cH:28]1.[CH2:43]([N:44]([CH:45]([CH3:46])[CH3:47])[CH:48]([CH3:49])[CH3:50])[CH3:51].[Cl:52][CH2:53][Cl:54].[F:29][c:30]1[c:31]([CH:37]2[CH2:38][CH2:39][NH:40][CH2:41][CH2:42]2)[cH:32][cH:33][c:34]([F:36])[cH:35]1.[OH2:55]>>[CH2:2]([c:3]1[cH:4][c:5]([CH2:6][O:7][c:8]2[c:9]3[c:13]([cH:14][cH:15][cH:16]2)[C:12](=[O:17])[N:11]([CH:18]2[C:19](=[O:25])[NH:20][C:21](=[O:24])[CH2:22][CH2:23]2)[CH2:10]3)[cH:26][cH:27][cH:28]1)[N:40]1[CH2:39][CH2:38][CH:37]([c:31]2[c:30]([F:29])[cH:35][c:34]([F:36])[cH:33][cH:32]2)[CH2:42][CH2:41]1.